This data is from the Open Reaction Database (ORD), a public repository of structured organic reaction records. The task is: describe an organic reaction: reactants, conditions, products, and yield RXN SMILES: [CH3:1][O:2][C:3](=[O:4])[c:5]1[n:6][c:7]2[cH:8][cH:9][cH:10][c:11]([NH:15][CH2:16][C:17]([CH2:18][C:19]([CH3:20])([CH3:21])[c:22]3[c:23]([O:29][CH3:30])[cH:24][cH:25][c:26]([F:28])[cH:27]3)([C:31]([F:32])([F:33])[F:34])[OH:35])[c:12]2[cH:13][cH:14]1.[CH3:38][OH:39].[Na+:37].[OH-:36]>>[O:2]=[C:3]([OH:4])[c:5]1[n:6][c:7]2[cH:8][cH:9][cH:10][c:11]([NH:15][CH2:16][C:17]([CH2:18][C:19]([CH3:20])([CH3:21])[c:22]3[c:23]([O:29][CH3:30])[cH:24][cH:25][c:26]([F:28])[cH:27]3)([C:31]([F:32])([F:33])[F:34])[OH:35])[c:12]2[cH:13][cH:14]1. The product is COc1ccc(F)cc1C(C)(C)CC(O)(CNc1cccc2nc(C(=O)O)ccc12)C(F)(F)F. Starting materials: COC(=O)c1ccc2c(NCC(O)(CC(C)(C)c3cc(F)ccc3OC)C(F)(F)F)cccc2n1, CO, [Na+], [OH-]. Reactants: CCOC(C)=O, COc1cc(I)cc2nccn12, [Na+], [Na+], O=C([O-])[O-], C1COCCO1, O, OB(O)c1ccccc1, c1ccc(P(c2ccccc2)(c2ccccc2)[Pd](P(c2ccccc2)(c2ccccc2)c2ccccc2)(P(c2ccccc2)(c2ccccc2)c2ccccc2)P(c2ccccc2)(c2ccccc2)c2ccccc2)cc1. Yields the product COc1cc(-c2ccccc2)cc2nccn12. Reaction SMILES: [CH3:34][CH2:35][O:36][C:37](=[O:38])[CH3:39].[I:1][c:2]1[cH:3][c:4]2[n:5]([c:6]([O:8][CH3:9])[cH:7]1)[cH:10][cH:11][n:12]2.[Na+:22].[Na+:23].[O-:24][C:25](=[O:26])[O-:27].[O:28]1[CH2:29][CH2:30][O:31][CH2:32][CH2:33]1.[OH2:117].[OH:13][B:14]([OH:15])[c:16]1[cH:17][cH:18][cH:19][cH:20][cH:21]1.[cH:40]1[cH:41][cH:42][c:43]([P:44]([Pd:45]([P:46]([c:47]2[cH:48][cH:49][cH:50][cH:51][cH:52]2)([c:53]2[cH:54][cH:55][cH:56][cH:57][cH:58]2)[c:59]2[cH:60][cH:61][cH:62][cH:63][cH:64]2)([P:65]([c:66]2[cH:67][cH:68][cH:69][cH:70][cH:71]2)([c:72]2[cH:73][cH:74][cH:75][cH:76][cH:77]2)[c:78]2[cH:79][cH:80][cH:81][cH:82][cH:83]2)[P:84]([c:85]2[cH:86][cH:87][cH:88][cH:89][cH:90]2)([c:91]2[cH:92][cH:93][cH:94][cH:95][cH:96]2)[c:97]2[cH:98][cH:99][cH:100][cH:101][cH:102]2)([c:103]2[cH:104][cH:105][cH:106][cH:107][cH:108]2)[c:109]2[cH:110][cH:111][cH:112][cH:113][cH:114]2)[cH:115][cH:116]1>>[c:2]1(-[c:16]2[cH:17][cH:18][cH:19][cH:20][cH:21]2)[cH:3][c:4]2[n:5]([c:6]([O:8][CH3:9])[cH:7]1)[cH:10][cH:11][n:12]2. Reactants: O (Water), [OH-].[K+] (KOH), C(C1=CC=CC=C1)Br (benzylbromide), BrC1=C(C=C(C(=C1)C)OC)NC(C(C)C)=O (N-(2-bromo-5-methoxy-4-methyl-phenyl)-isobutyramide). The solvent is CS(=O)C (DMSO). Reaction conditions: temperature 0 celsius, time 5 minute. The product is C(C1=CC=CC=C1)N(C(C(C)C)=O)C1=C(C=C(C(=C1)OC)C)Br (N-benzyl-N-(2-bromo-5-methoxy-4-methyl-phenyl)-isobutyramide). The yield is 98.9%. RXN SMILES: [OH-].[K+].[Br:3][C:4]1[CH:9]=[C:8]([CH3:10])[C:7]([O:11][CH3:12])=[CH:6][C:5]=1[NH:13][C:14](=[O:18])[CH:15]([CH3:17])[CH3:16].[CH2:19](Br)[C:20]1[CH:25]=[CH:24][CH:23]=[CH:22][CH:21]=1.O>CS(C)=O>[CH2:19]([N:13]([C:5]1[CH:6]=[C:7]([O:11][CH3:12])[C:8]([CH3:10])=[CH:9][C:4]=1[Br:3])[C:14](=[O:18])[CH:15]([CH3:16])[CH3:17])[C:20]1[CH:25]=[CH:24][CH:23]=[CH:22][CH:21]=1 |f:0.1|. Procedure: A mixture of powdered KOH (1.3 g, 23.13 mmol) in DMSO (25 mL) was stirred at 0° C. for 5 minutes. N-(2-bromo-5-methoxy-4-methyl-phenyl)-isobutyramide (3.30 g, 11.56 mmol) was added cautiously followed immediately by the addition of benzylbromide (2.75 mL, 23.13 mmol) and the reaction stirred at room temperature for 48 hrs. Water was added and the mixture extracted with ethyl acetate. The organic extract was washed successively with water and brine, dried over MgSO4, filtered and evaporated. The ... The reactants are BrC=1C=NN2C1N=C(C=C2)N2CCN(CC2)C(=O)OC(C)C (Isopropyl 4-(3-bromopyrazolo[1,5-a]pyrimidin-5-yl)piperazine-1-carboxylate), O (water), FC=1C=CC(=C(C1)B(O)O)OC (5-fluoro-2-methoxyphenyl boronic acid), C([O-])([O-])=O.[K+].[K+] (potassium carbonate). Reagents/catalysts: CC(C)C1=CC(=C(C(=C1)C(C)C)C2=C(C=CC=C2)P(C3CCCCC3)C4CCCCC4)C(C)C (x-Phos), CC(=O)[O-].CC(=O)[O-].[Pd+2] (Pd(OAc)2). Solvent: O1CCOCC1 (dioxane). Yields the product FC=1C=CC(=C(C1)C=1C=NN2C1N=C(C=C2)N2CCN(CC2)C(=O)OC(C)C)OC (isopropyl 4-(3-(5-fluoro-2-methoxyphenyl)pyrazolo[1,5-a]pyrimidin-5-yl)piperazine-1-carboxylate). The yield is 372.1%. RXN SMILES: Br[C:2]1[CH:3]=[N:4][N:5]2[CH:10]=[CH:9][C:8]([N:11]3[CH2:16][CH2:15][N:14]([C:17]([O:19][CH:20]([CH3:22])[CH3:21])=[O:18])[CH2:13][CH2:12]3)=[N:7][C:6]=12.[F:23][C:24]1[CH:25]=[CH:26][C:27]([O:33][CH3:34])=[C:28](B(O)O)[CH:29]=1.C(=O)([O-])[O-].[K+].[K+].O>O1CCOCC1.CC([O-])=O.CC([O-])=O.[Pd+2].CC(C1C=C(C(C)C)C(C2C=CC=CC=2P(C2CCCCC2)C2CCCCC2)=C(C(C)C)C=1)C>[F:23][C:24]1[CH:29]=[CH:28][C:27]([O:33][CH3:34])=[C:26]([C:2]2[CH:3]=[N:4][N:5]3[CH:10]=[CH:9][C:8]([N:11]4[CH2:16][CH2:15][N:14]([C:17]([O:19][CH:20]([CH3:22])[CH3:21])=[O:18])[CH2:13][CH2:12]4)=[N:7][C:6]=23)[CH:25]=1 |f:2.3.4,7.8.9|. Procedure: Isopropyl 4-(3-bromopyrazolo[1,5-a]pyrimidin-5-yl)piperazine-1-carboxylate (2.86 g, 7.8 mmol), 5-fluoro-2-methoxyphenyl boronic acid (2.64 g, 15.5 mmol), potassium carbonate (3.22 g, 23.3 mmol), Pd(OAc)2 (35 mg, 0.155 mmol), and x-Phos (146 mg, 0.31 mmol) were taken up in 15 mL dioxane and 7 mL water under nitrogen and stirred at 80° C. for 2 hours. Reaction then cooled to room temperature, filtered through celited plug with ethyl acetate. Reduced in vacuo and run through an isco silica column w... Reactants: ClC(Cl)Cl, N, COc1ccc(CN=C(Cl)C2N3C(=O)C(NC(c4ccccc4)(c4ccccc4)c4ccccc4)C3SC2(C)C)cc1. The product is COc1ccc(CN=C(N)C2N3C(=O)C(NC(c4ccccc4)(c4ccccc4)c4ccccc4)C3SC2(C)C)cc1. As a reaction SMILES: [CH:44]([Cl:45])([Cl:46])[Cl:47].[NH3:43].[c:1]1([C:7]([c:8]2[cH:9][cH:10][cH:11][cH:12][cH:13]2)([c:14]2[cH:15][cH:16][cH:17][cH:18][cH:19]2)[NH:20][CH:21]2[CH:22]3[N:23]([CH:24]([C:29](=[N:30][CH2:31][c:32]4[cH:33][cH:34][c:35]([O:38][CH3:39])[cH:36][cH:37]4)[Cl:40])[C:25]([CH3:27])([CH3:28])[S:26]3)[C:41]2=[O:42])[cH:2][cH:3][cH:4][cH:5][cH:6]1>>[c:1]1([C:7]([c:8]2[cH:9][cH:10][cH:11][cH:12][cH:13]2)([c:14]2[cH:15][cH:16][cH:17][cH:18][cH:19]2)[NH:20][CH:21]2[CH:22]3[N:23]([CH:24]([C:29](=[N:30][CH2:31][c:32]4[cH:33][cH:34][c:35]([O:38][CH3:39])[cH:36][cH:37]4)[NH2:43])[C:25]([CH3:27])([CH3:28])[S:26]3)[C:41]2=[O:42])[cH:2][cH:3][cH:4][cH:5][cH:6]1. The reactants are CCOC(=O)CCCOc1ccc(OCc2ccccc2)cc1, CCO, [H][H]. Product: CCOC(=O)CCCOc1ccc(O)cc1. RXN SMILES: [CH2:1]([CH3:2])[O:3][C:4]([CH2:5][CH2:6][CH2:7][O:8][c:9]1[cH:10][cH:11][c:12]([O:15][CH2:16][c:17]2[cH:18][cH:19][cH:20][cH:21][cH:22]2)[cH:13][cH:14]1)=[O:23].[CH3:26][CH2:27][OH:28].[H:24][H:25]>>[CH2:1]([CH3:2])[O:3][C:4]([CH2:5][CH2:6][CH2:7][O:8][c:9]1[cH:10][cH:11][c:12]([OH:15])[cH:13][cH:14]1)=[O:23]. The product is [OH-].[NH4+] (ammonium hydroxide), N1C(CCC1)CC1=CNC2=CC=CC=C12 (3-(pyrrolidin-2-ylmethyl)-1H-indole), N1C(CCCC1)CC1=CNC2=CC=CC=C12 (3-(piperid-2-ylmethyl)-1H-indole). The reagents and catalysts are [Pd] (palladium on carbon). RXN SMILES: C([O:8][C:9]([N:11]1[CH2:15][CH2:14][CH2:13][CH:12]1[CH2:16][C:17]1[C:25]2[C:20](=[CH:21][CH:22]=[CH:23][CH:24]=2)[NH:19][CH:18]=1)=O)C1C=CC=CC=1.C(OC([N:36]1[CH2:41][CH2:40][CH2:39]C[CH:37]1[CH2:42][C:43]1[C:51]2[C:46](=[CH:47][CH:48]=[CH:49][CH:50]=2)[NH:45][CH:44]=1)=O)C1C=CC=CC=1.C([O-])=O.[NH4+]>[Pd].C(O)C>[OH-:8].[NH4+:11].[NH:36]1[CH2:41][CH2:40][CH2:39][CH:37]1[CH2:42][C:43]1[C:51]2[C:46](=[CH:47][CH:48]=[CH:49][CH:50]=2)[NH:45][CH:44]=1.[NH:11]1[CH2:9][CH2:15][CH2:14][CH2:13][CH:12]1[CH2:16][C:17]1[C:25]2[C:20](=[CH:21][CH:22]=[CH:23][CH:24]=2)[NH:19][CH:18]=1 |f:2.3,6.7|. Procedure: A mixture of the 3-(N-benzyloxycarbonylpyrrolidin-2-ylmethyl)-1H-indole or the 3-(N-benzyloxycarbonylpiperid-2-ylmethyl)-1H-indole (2.00 mmol), 10% palladium on carbon (0.20 g), and ammonium formate (1.26 g, 20 mmol, 10 eq) in absolute ethanol (15 mL) was stirred under a nitrogen atmosphere for 4 hours. The resulting reaction mixture was filtered through diatomaceous earth, and the filtrate was evaporated under reduced pressure. The residue was column chromatographed using silica gel (approximat... The solvent is C(C)O (ethanol). Reactants: C(C1=CC=CC=C1)OC(=O)N1C(CCCC1)CC1=CNC2=CC=CC=C12 (3-(N-benzyloxycarbonylpiperid-2-ylmethyl)-1H-indole), C(=O)[O-].[NH4+] (ammonium formate), C(C1=CC=CC=C1)OC(=O)N1C(CCC1)CC1=CNC2=CC=CC=C12 (3-(N-benzyloxycarbonylpyrrolidin-2-ylmethyl)-1H-indole). The reactants are 1E, BrC1=C2C(C(N(C2=CC=C1)CCCCC)=O)C1=CC2=C(OCO2)C=C1O (4-bromo-3-(6-hydroxy-1,3-benzodioxol-5-yl)-1-pentyl-1,3-dihydro-2H-indol-2-one), OC=1C(=CC=2CCCCC2C1)C1C(N(C2=CC=CC=C12)CC(=O)OCC)=O (ethyl [3-(3-hydroxy-5,6,7,8-tetrahydronaphthalen-2-yl)-2-oxo-2,3-dihydro-1H-indol-1-yl]acetate). The product is OCC1(C(N(C2=CC=CC=C12)CC(=O)OCC)=O)C1=CC=2CCCCC2C=C1O (ethyl [3-(hydroxymethyl)-3-(3-hydroxy-5,6,7,8-tetrahydronaphthalen-2-yl)-2-oxo-2,3-dihydro-1H-indol-1-yl]acetate). As a reaction SMILES: BrC1C=CC=C2C=1C(C1C(O)=CC3OCOC=3C=1)[C:5](=[O:16])N2CCCCC.[OH:27][C:28]1[C:29]([CH:38]2[C:46]3[C:41](=[CH:42][CH:43]=[CH:44][CH:45]=3)[N:40]([CH2:47][C:48]([O:50][CH2:51][CH3:52])=[O:49])[C:39]2=[O:53])=[CH:30][C:31]2[CH2:32][CH2:33][CH2:34][CH2:35][C:36]=2[CH:37]=1>>[OH:16][CH2:5][C:38]1([C:29]2[C:28]([OH:27])=[CH:37][C:36]3[CH2:35][CH2:34][CH2:33][CH2:32][C:31]=3[CH:30]=2)[C:46]2[C:41](=[CH:42][CH:43]=[CH:44][CH:45]=2)[N:40]([CH2:47][C:48]([O:50][CH2:51][CH3:52])=[O:49])[C:39]1=[O:53]. Reported procedure: Following the procedure as described in PREPARATION 1E, and making non-critical variations to replace 4-bromo-3-(6-hydroxy-1,3-benzodioxol-5-yl)-1-pentyl-1,3-dihydro-2H-indol-2-one with ethyl [3-(3-hydroxy-5,6,7,8-tetrahydronaphthalen-2-yl)-2-oxo-2,3-dihydro-1H-indol-1-yl]acetate, the title compound was obtained: MS (ES+) m/z 378 (M−17), 418 (M+23). Reactants: [OH-].[Na+] (sodium hydroxide), Cl.C(CCCC)(NC1=C(NC=C1)C(=O)OCC)=N (ethyl 3-pentanimidamido-1H-pyrrole-2-carboxylate hydrochloride), C(CC(O)(C(=O)O)CC(=O)O)(=O)O (citric acid), resultant mixture. Solvent: O (water), C(C)O (ethanol). Yields the product C(CCC)C=1NC(C2=C(N1)C=CN2)=O (2-Butyl-3H-pyrrolo[3,2-d]pyrimidin-4(5H)-one). The yield is 98.3%. RXN SMILES: [OH-].[Na+].Cl.[C:4](=[NH:20])([NH:9][C:10]1[CH:14]=[CH:13][NH:12][C:11]=1[C:15](OCC)=[O:16])[CH2:5][CH2:6][CH2:7][CH3:8].C(O)(=O)CC(CC(O)=O)(C(O)=O)O>O.C(O)C>[CH2:5]([C:4]1[NH:20][C:15](=[O:16])[C:11]2[NH:12][CH:13]=[CH:14][C:10]=2[N:9]=1)[CH2:6][CH2:7][CH3:8] |f:0.1,2.3|. Procedure details: A solution of sodium hydroxide (1.44 g, 35.9 mmol) in water (7 mL) was added to a solution of ethyl 3-pentanimidamido-1H-pyrrole-2-carboxylate hydrochloride (2.46 g, 8.99 mmol) in ethanol (30 mL). The resultant mixture was heated at reflux for a total of 4 hours. The reaction mixture was cooled to room temperature and the pH adjusted to pH 6.5 with aqueous citric acid. The resultant mixture was extracted with ethyl acetate (2×50 mL). The combined organic phases were washed with saturated aqueous... Starting materials: CON=C(C)C(=NOCc1ccccc1)C(=O)OC, CO, [Na+], [OH-], O. Yields the product CON=C(C)C(=NOCc1ccccc1)C(=O)O. As a reaction SMILES: [CH2:1]([c:2]1[cH:3][cH:4][cH:5][cH:6][cH:7]1)[O:8][N:9]=[C:10]([C:11](=[O:12])[O:13][CH3:14])[C:15]([CH3:16])=[N:17][O:18][CH3:19].[CH3:23][OH:24].[Na+:21].[OH-:20].[OH2:22]>>[CH2:1]([c:2]1[cH:3][cH:4][cH:5][cH:6][cH:7]1)[O:8][N:9]=[C:10]([C:11](=[O:12])[OH:13])[C:15]([CH3:16])=[N:17][O:18][CH3:19].